describe an organic reaction: reactants, conditions, products, and yield From a dataset of the Open Reaction Database (ORD), a public repository of structured organic reaction records. Starting materials: C(C1=CC=CC=C1)SC1=C2N=CNC2=NC=N1 (6-Benzylmercapto-9H-purine), purine nucleoside, [C@@H]1(C[C@H](O)[C@@H](CO)O1)N1C(=O)NC(=O)C(C)=C1 (thymidine), F[C@H]1C[C@@H](O[C@@H]1CO)N1C(=O)NC(=O)C=C1 (2',3'-dideoxy-3'-fluorouridine), [N-]=[N+]=[N-].[K+] (potassium azide), purine nucleoside, [C@@H]1(C[C@H](O)[C@@H](CO)O1)N1C(=O)NC(=O)C(C)=C1 (thymidine). Run in P(=O)([O-])([O-])[O-].[K+].[K+].[K+] (potassium phosphate), CO (methanol). Run at temperature 45 celsius, time 3 day. Yields the product C(C1=CC=CC=C1)SC1=C2N=CN(C2=NC=N1)[C@H]1C[C@@H]([C@H](O1)CO)F (6-benzylmercapto-9-(2,3-dideoxy-3-fluoro-β-D-erythro-pentofuranosyl)-9H-purine). Yield: 81.3%. Reaction SMILES: [CH2:1]([S:8][C:9]1[N:17]=[CH:16][N:15]=[C:14]2[C:10]=1[N:11]=[CH:12][NH:13]2)[C:2]1[CH:7]=[CH:6][CH:5]=[CH:4][CH:3]=1.[F:18][C@@H:19]1[C@@H:23]([CH2:24][OH:25])[O:22][C@@H:21](N2C=CC(=O)NC2=O)[CH2:20]1.[N-]=[N+]=[N-].[K+].[C@@H]1(N2C=C(C)C(=O)NC2=O)O[C@H](CO)[C@@H](O)C1>P([O-])([O-])([O-])=O.[K+].[K+].[K+].CO>[CH2:1]([S:8][C:9]1[N:17]=[CH:16][N:15]=[C:14]2[C:10]=1[N:11]=[CH:12][N:13]2[C@@H:21]1[O:22][C@H:23]([CH2:24][OH:25])[C@@H:19]([F:18])[CH2:20]1)[C:2]1[CH:7]=[CH:6][CH:5]=[CH:4][CH:3]=1 |f:2.3,5.6.7.8|. Reported procedure: 6-Benzylmercapto-9H-purine (0.49 g, 2.0 mmoles, Sigma Chemical Company) and 2',3'-dideoxy-3'-fluorouridine (0.32 g, 1.4 mmoles) were suspended in potassium phosphate buffer (10 mM) 100 ml), pH 6.8, containing 0.04% potassium azide. Purified purine nucleoside phosphorylase (1070 I.U.) and thymidine phosphorylase (400 I.U.) (Krenitsky et al., Biochemistry, 20, 3615 (1981) and U.S. Pat. No. 4,381,344) were added to the reaction mixture and the suspension stirred at 45° C. After 3 days, additional p... Reactants: N1(CCCC1)C1CCNCC1 (4-pyrrolidin-1-yl-piperidine), FC1=CC=C(C=C1)[N+](=O)[O-] (4-fluoro-nitrobenzene). The product is [N+](=O)([O-])C1=CC=C(C=C1)N1CCC(CC1)N1CCCC1 (1-(4-Nitro-phenyl)-4-pyrrolidin-1-yl-piperidine). As a reaction SMILES: [N:1]1([CH:6]2[CH2:11][CH2:10][NH:9][CH2:8][CH2:7]2)[CH2:5][CH2:4][CH2:3][CH2:2]1.F[C:13]1[CH:18]=[CH:17][C:16]([N+:19]([O-:21])=[O:20])=[CH:15][CH:14]=1>>[N+:19]([C:16]1[CH:17]=[CH:18][C:13]([N:9]2[CH2:10][CH2:11][CH:6]([N:1]3[CH2:5][CH2:4][CH2:3][CH2:2]3)[CH2:7][CH2:8]2)=[CH:14][CH:15]=1)([O-:21])=[O:20]. Procedure: The compound was prepared from 4-pyrrolidin-1-yl-piperidine (Aldrich) and 4-fluoro-nitrobenzene (Aldrich) following the procedure used in Example 1. MS (m+H)+: 276. Reactants: CCOC(=O)CC(CCNC(=O)OC(C)(C)C)OC1CCCCO1, CCOC(=O)CC(=O)[O-], [K+]. Product: CCOC(=O)CC(=O)CC(CCNC(=O)OC(C)(C)C)OC1CCCCO1. Reaction SMILES: [C:1]([CH3:2])([CH3:3])([CH3:4])[O:5][C:6](=[O:7])[NH:8][CH2:9][CH2:10][CH:11]([CH2:12][C:13]([O:15][CH2:14][CH3:16])=[O:17])[O:18][CH:19]1[O:20][CH2:21][CH2:22][CH2:23][CH2:24]1.[CH2:25]([CH3:26])[O:27][C:28]([CH2:29][C:30]([O-:31])=[O:32])=[O:33].[K+:34]>>[C:1]([CH3:2])([CH3:3])([CH3:4])[O:5][C:6](=[O:7])[NH:8][CH2:9][CH2:10][CH:11]([CH2:12][C:13](=[O:15])[CH2:29][C:28]([O:27][CH2:25][CH3:26])=[O:33])[O:18][CH:19]1[O:20][CH2:21][CH2:22][CH2:23][CH2:24]1. The reactants are C(C=C)OC(=O)N1[C@@H](C[C@H](C1)OS(=O)(=O)C)COS(=O)(=O)C ({2S,4R)-1-allyloxycarbonyl-4-methanesulfonyloxy-2-(methanesulfonyloxy)methylpyrrolidine), N1C=NC=C1 (imidazole), O (water), Cl (hydrochloric acid). Run in C(C)(=O)OCC (ethyl acetate). Conditions: time 7 hour. Product: C(C=C)OC(=O)N1[C@@H](C[C@H](C1)OS(=O)(=O)C)CN1C=NC=C1 ((2S,4R)-1-allyloxycarbonyl-2-(imidazol-1-yl)methyl-4-methanesulfonyloxypyrrolidine). Yield: 65.9%. As a reaction SMILES: [CH2:1]([O:4][C:5]([N:7]1[CH2:11][C@H:10]([O:12][S:13]([CH3:16])(=[O:15])=[O:14])[CH2:9][C@H:8]1[CH2:17]OS(C)(=O)=O)=[O:6])[CH:2]=[CH2:3].[NH:23]1[CH:27]=[CH:26][N:25]=[CH:24]1.O.Cl>C(OCC)(=O)C>[CH2:1]([O:4][C:5]([N:7]1[CH2:11][C@H:10]([O:12][S:13]([CH3:16])(=[O:14])=[O:15])[CH2:9][C@H:8]1[CH2:17][N:23]1[CH:27]=[CH:26][N:25]=[CH:24]1)=[O:6])[CH:2]=[CH2:3]. Procedure: A mixture of {2S,4R)-1-allyloxycarbonyl-4-methanesulfonyloxy-2-(methanesulfonyloxy)methylpyrrolidine (8.73 g) and imidazole (4.16 g) was stirred at 70°-75° C. for 7 hours. After cooling, the reaction mixture was dissolved in ethyl acetate (30 ml), water (30 ml) and conc. hydrochloric acid (8.0 ml) with stirring. The aqueous layer was separated, adjusted to pH 9.0 with 10% aqueous sodium hydroxide and extracted twice with ethyl acetate (50 ml). The extract was dried over anhydrous magnesium sulfa... Reactants: Cl.Cl.N1(CCCCC1)CCCOC=1C=C2CCNCC2=CC1 (6-(3-Piperidin-1-yl-propoxy)-1,2,3,4-tetrahydro-isoquinoline dihydrochloride), C(C)=O (acetaldehyde). Solvent: C(Cl)Cl.CO (DCM MeOH). Conditions: time 8 hour. Product: C(C)N1CC2=CC=C(C=C2CC1)OCCCN1CCCCC1 (2-ethyl-6-(3-piperidin-1-yl-propoxy)-1,2,3,4-tetrahydro-isoquinoline). Isolated yield 71.0%. Reaction SMILES: Cl.Cl.[N:3]1([CH2:9][CH2:10][CH2:11][O:12][C:13]2[CH:14]=[C:15]3[C:20](=[CH:21][CH:22]=2)[CH2:19][NH:18][CH2:17][CH2:16]3)[CH2:8][CH2:7][CH2:6][CH2:5][CH2:4]1.[CH:23](=O)[CH3:24]>C(Cl)Cl.CO>[CH2:23]([N:18]1[CH2:17][CH2:16][C:15]2[C:20](=[CH:21][CH:22]=[C:13]([O:12][CH2:11][CH2:10][CH2:9][N:3]3[CH2:8][CH2:7][CH2:6][CH2:5][CH2:4]3)[CH:14]=2)[CH2:19]1)[CH3:24] |f:0.1.2,4.5|. Procedure: To a 25 mL round-bottom flask is placed 6-(3-Piperidin-1-yl-propoxy)-1,2,3,4-tetrahydro-isoquinoline dihydrochloride (700 mg, 2.01 mol), MP-CNBH3 (2.5 g, 6.05 mmol, 2.42 mmol/g) and DCM/MeOH (9 mL/1 mL). Then, acetaldehyde is added (0.7 mL, 12 mmol) and the reaction is allowed to stir overnight. The reaction is then filtered, washed with DCM/MeOH and concentrated. Column chromatography in 9:1 DCM:MeOH affords 2-ethyl-6-(3-piperidin-1-yl-propoxy)-1,2,3,4-tetrahydro-isoquinoline (493 mg, 71%) of a... The reactants are CCOc1cc(C(=O)NC2CCN(C(=O)OC(C)(C)C)CC2)ccc1Nc1ncc2c(n1)N(C1CCCC1)CC(F)(F)C(=O)N2C, ClCCl, O=C(O)C(F)(F)F. The product is CCOc1cc(C(=O)NC2CCNCC2)ccc1Nc1ncc2c(n1)N(C1CCCC1)CC(F)(F)C(=O)N2C. Reaction SMILES: [C:1]([O:2][C:3](=[O:4])[N:8]1[CH2:9][CH2:10][CH:11]([NH:14][C:15]([c:16]2[cH:17][c:18]([O:43][CH2:44][CH3:45])[c:19]([NH:22][c:23]3[n:24][cH:25][c:26]4[c:27]([n:42]3)[N:28]([CH:37]3[CH2:38][CH2:39][CH2:40][CH2:41]3)[CH2:29][C:30]([F:35])([F:36])[C:31](=[O:34])[N:32]4[CH3:33])[cH:20][cH:21]2)=[O:46])[CH2:12][CH2:13]1)([CH3:5])([CH3:6])[CH3:7].[Cl:54][CH2:55][Cl:56].[OH:47][C:48]([C:49]([F:50])([F:51])[F:52])=[O:53]>>[NH:8]1[CH2:9][CH2:10][CH:11]([NH:14][C:15]([c:16]2[cH:17][c:18]([O:43][CH2:44][CH3:45])[c:19]([NH:22][c:23]3[n:24][cH:25][c:26]4[c:27]([n:42]3)[N:28]([CH:37]3[CH2:38][CH2:39][CH2:40][CH2:41]3)[CH2:29][C:30]([F:35])([F:36])[C:31](=[O:34])[N:32]4[CH3:33])[cH:20][cH:21]2)=[O:46])[CH2:12][CH2:13]1. The reactants are OCC1CC=2C(=C3CCC(NC3=C(C2)C)=O)O1 (2,3,6,7,8,9-hexahydro-2-hydroxymethyl -5-methylfuro-[2,3-f]quinoline-7-one), [N+](=[N-])=C (diazomethane). The solvent is O1CCCC1 (tetrahydrofuran), CCOCC (ether). Reaction conditions: time 36 hour. Yields the product COCC1CC=2C(=C3CCC(NC3=C(C2)C)=O)O1 (2,3,6,7,8,9-Hexahydro-2-methoxymethyl-5-methylfuro-[2,3-f]quinoline-7-one). The yield is 88.0%. As a reaction SMILES: [OH:1][CH2:2][CH:3]1[O:17][C:6]2=[C:7]3[C:12](=[C:13]([CH3:15])[CH:14]=[C:5]2[CH2:4]1)[NH:11][C:10](=[O:16])[CH2:9][CH2:8]3.[N+](=[CH2:20])=[N-]>O1CCCC1.CCOCC>[CH3:20][O:1][CH2:2][CH:3]1[O:17][C:6]2=[C:7]3[C:12](=[C:13]([CH3:15])[CH:14]=[C:5]2[CH2:4]1)[NH:11][C:10](=[O:16])[CH2:9][CH2:8]3. Procedure details: To a solution of 2,3,6,7,8,9-hexahydro-2-hydroxymethyl -5-methylfuro-[2,3-f]quinoline-7-one (300 mg) in tetrahydrofuran (100 ml), silica gel (10 g) and a solution of diazomethane in ether (200 ml) were added, and stirred at room temperature for 36 hours. After completion of the reaction, the solvent was distilled off, and the residue was purified by silica gel column chromatography to obtain 280 mg of the target product as a pale yellow powder (88%). Reactants: CC(C)(C)OC(=O)NCc1cc2nnc(N)n2cc1-c1ccc(Cl)cc1Cl, ClCCl, O=C(O)C(F)(F)F. Yields the product NCc1cc2nnc(N)n2cc1-c1ccc(Cl)cc1Cl. RXN SMILES: [C:1]([O:2][C:3](=[O:4])[NH:7][CH2:8][c:9]1[cH:10][c:11]2[n:12]([cH:13][c:14]1-[c:15]1[c:16]([Cl:22])[cH:17][c:18]([Cl:21])[cH:19][cH:20]1)[c:23]([NH2:26])[n:24][n:25]2)([CH3:5])([CH3:6])[CH3:27].[Cl:35][CH2:36][Cl:37].[F:28][C:29]([F:30])([F:31])[C:32]([OH:33])=[O:34]>>[NH2:7][CH2:8][c:9]1[cH:10][c:11]2[n:12]([cH:13][c:14]1-[c:15]1[c:16]([Cl:22])[cH:17][c:18]([Cl:21])[cH:19][cH:20]1)[c:23]([NH2:26])[n:24][n:25]2. Reactants: B, CC(=O)c1cncc(Br)c1, COB(OC)OC, CSC, Cl, C1CCOC1, OC(c1ccccc1)(c1ccccc1)C1CCCN1. Yields the product CC(O)c1cncc(Br)c1. Reaction SMILES: [BH3:30].[C:31]([CH3:32])(=[O:33])[c:34]1[cH:35][n:36][cH:37][c:38]([Br:40])[cH:39]1.[CH3:20][O:21][B:22]([O:23][CH3:24])[O:25][CH3:26].[CH3:27][S:28][CH3:29].[ClH:41].[O:42]1[CH2:43][CH2:44][CH2:45][CH2:46]1.[c:1]1([C:2]([c:3]2[cH:4][cH:5][cH:6][cH:7][cH:8]2)([CH:9]2[CH2:10][CH2:11][CH2:12][NH:13]2)[OH:14])[cH:15][cH:16][cH:17][cH:18][cH:19]1>>[CH:31]([CH3:32])([OH:33])[c:34]1[cH:35][n:36][cH:37][c:38]([Br:40])[cH:39]1. Reactants: C(#C)[Si](C)(C)C (ethinyl trimethylsilane), IC=1SC=CC1NC=O (2-Iodo-3-formylaminothiophene). Reagents/catalysts: [Cu]I (CuI), C1(=CC=CC=C1)P(C1=CC=CC=C1)(C1=CC=CC=C1)[Pd](P(C1=CC=CC=C1)(C1=CC=CC=C1)C1=CC=CC=C1)(Cl)Cl (bis(triphenylphosphino)palladiumdichloride). Run in CN(C)C=O (DMF), C(C)N(CC)CC (triethylamine). Yields the product C[Si](C)(C)C#CC=1SC=CC1NC=O (2-(trimethylsilylethinyl)-3-formamido-thiophene). The yield is 95.3%. Reaction SMILES: I[C:2]1[S:3][CH:4]=[CH:5][C:6]=1[NH:7][CH:8]=[O:9].[C:10]([Si:12]([CH3:15])([CH3:14])[CH3:13])#[CH:11]>CN(C=O)C.C(N(CC)CC)C.[Cu]I.C1(P([Pd](Cl)(Cl)P(C2C=CC=CC=2)(C2C=CC=CC=2)C2C=CC=CC=2)(C2C=CC=CC=2)C2C=CC=CC=2)C=CC=CC=1>[CH3:13][Si:12]([C:10]#[C:11][C:2]1[S:3][CH:4]=[CH:5][C:6]=1[NH:7][CH:8]=[O:9])([CH3:15])[CH3:14]. Procedure: The product from step A (37.8 g) was dissolved in a mixture of DMF (500 ml) and triethylamine (50 ml). CuI (1.4 g) and bis(triphenylphosphino)palladiumdichloride (5.2 g) were added under nitrogen and after 15 minutes ethinyl trimethylsilane (22 g) was added dropwise. After 6 hours the solvents were removed under vacuum and the residue was chromatographed on silica gel (hexane:ethyl acetate 2:1) to yield 2-(trimethylsilylethinyl)-3-formamido-thiophene (31.78 g) (m.p. 87-93° C.).